This data is from the Open Reaction Database (ORD), a public repository of structured organic reaction records. The task is: describe an organic reaction: reactants, conditions, products, and yield Reactants: BrC=1C=NC=2N(C1)N=C(C2)C(=O)O (6-bromo-pyrazolo[1,5-A]pyrimidine-2-carboxylic acid), Br.C(C)C=1SC2=C(CCNCC2)N1 (2-ethyl-5,6,7,8-tetrahydro-4H-thiazolo[4,5-d]azepine hydrobromide). Yields the product BrC=1C=NC=2N(C1)N=C(C2)C(=O)N2CCC1=C(CC2)SC(=N1)CC ((6-Bromo-pyrazolo[1,5-a]pyrimidin-2-yl)-(2-ethyl-4,5,7,8-tetrahydro-thiazolo[4,5-d]azepin-6-yl)-methanone). As a reaction SMILES: [Br:1][C:2]1[CH:3]=[N:4][C:5]2[N:6]([N:8]=[C:9]([C:11]([OH:13])=O)[CH:10]=2)[CH:7]=1.Br.[CH2:15]([C:17]1[S:18][C:19]2[CH2:25][CH2:24][NH:23][CH2:22][CH2:21][C:20]=2[N:26]=1)[CH3:16]>>[Br:1][C:2]1[CH:3]=[N:4][C:5]2[N:6]([N:8]=[C:9]([C:11]([N:23]3[CH2:24][CH2:25][C:19]4[S:18][C:17]([CH2:15][CH3:16])=[N:26][C:20]=4[CH2:21][CH2:22]3)=[O:13])[CH:10]=2)[CH:7]=1 |f:1.2|. Procedure: The title compound was prepared in accordance with the general method of example 1 from 6-bromo-pyrazolo[1,5-A]pyrimidine-2-carboxylic acid and 2-ethyl-5,6,7,8-tetrahydro-4H-thiazolo[4,5-d]azepine hydrobromide. The reaction mixture was purified by HPLC chromatography and lyophilized. Yield: 24 mg (29% of theory). ESI-MS: m/z=406 (M+H)+; Rt(HPLC): 1.19 min. (Method J). Reactants: N1C=NC=C1 (Imidazole), [Si](C)(C)(C(C)(C)C)Cl (tert-butyldimethylsilyl chloride), [Si](C)(C)(C(C)(C)C)Cl (tert-butyldimethylsilyl chloride), N1C=NC=C1 (imidazole), NC1=CC(=NC(=N1)SCC1=CC=CC=C1)N[C@@H](CO)C ((2R)-2-{[6-Amino-2-(benzylthio)pyrimidin-4-yl]amino}propan-1-ol). The solvent is CN(C)C=O (DMF). Conditions: time 24 hour. Product: C(C1=CC=CC=C1)SC1=NC(=CC(=N1)N[C@@H](CO[Si](C)(C)C(C)(C)C)C)N (2-(Benzylthio)-N-((1R)-2-{[tert-butyl(dimethyl)silyl]oxy}-1-methylethyl)pyrimidine-4,6-diamine). Reaction SMILES: N1C=CN=C1.[Si:6](Cl)([C:9]([CH3:12])([CH3:11])[CH3:10])([CH3:8])[CH3:7].[NH2:14][C:15]1[N:20]=[C:19]([S:21][CH2:22][C:23]2[CH:28]=[CH:27][CH:26]=[CH:25][CH:24]=2)[N:18]=[C:17]([NH:29][C@H:30]([CH3:33])[CH2:31][OH:32])[CH:16]=1>CN(C=O)C>[CH2:22]([S:21][C:19]1[N:18]=[C:17]([NH:29][C@H:30]([CH3:33])[CH2:31][O:32][Si:6]([C:9]([CH3:12])([CH3:11])[CH3:10])([CH3:8])[CH3:7])[CH:16]=[C:15]([NH2:14])[N:20]=1)[C:23]1[CH:28]=[CH:27][CH:26]=[CH:25][CH:24]=1. Procedure details: Imidazole (0.29 g) was added to a solution of tert-butyldimethylsilyl chloride (0.34 g) and the subtitle product of step i) (0.6 g) in DMF (10 ml). The reaction was stirred for 24 h before addition of a further equivalent of tert-butyldimethylsilyl chloride and imidazole. After stirring for an additional 24 h the reaction mixture was partitioned between EtOAc (100 ml) and H2O (200 ml). The aqueous was extracted further with EtOAc (3×100 ml), the organics combined, washed with H2O (100 ml), brine... Starting materials: O(C1=CC=CC=C1)C=1C=C(C(=O)N)C=CC1 (3-phenoxybenzamide), O(C1=CC=CC=C1)C=1C=C(C(=O)O)C=CC1 (3-phenoxybenzoic acid), 3-chloropenta-2,4-dione. The solvent is [OH-].[Na+] (sodium hydroxide). Run at temperature 180 celsius, time 23 hour. The product is C(C)(=O)C1=C(N=C(O1)C1=CC(=CC=C1)OC1=CC=CC=C1)C (5-Acetyl-4-methyl-2-(3-phenoxyphenyl)oxazole). Isolated yield 94.0%. RXN SMILES: [O:1]([C:8]1[CH:9]=[C:10]([CH:14]=[CH:15][CH:16]=1)[C:11]([NH2:13])=[O:12])[C:2]1[CH:7]=[CH:6][CH:5]=[CH:4][CH:3]=1.[O:17](C1C=C(C=CC=1)C(O)=O)[C:18]1[CH:23]=C[CH:21]=[CH:20][CH:19]=1>[OH-].[Na+]>[C:18]([C:19]1[O:12][C:11]([C:10]2[CH:14]=[CH:15][CH:16]=[C:8]([O:1][C:2]3[CH:3]=[CH:4][CH:5]=[CH:6][CH:7]=3)[CH:9]=2)=[N:13][C:20]=1[CH3:21])(=[O:17])[CH3:23] |f:2.3|. Reported procedure: A mixture of 3-phenoxybenzamide (2.13 g, 10 mmol), 3-phenoxybenzoic acid (4.28 g, 20 mmol), and 3-chloropenta-2,4-dione (0.44 g, 3.3 mmol) was heated to 180° C. under stirring for 23 h. The hot mixture was poured into 1N aqueous sodium hydroxide (100 ml), and extracted with diethyl ether (100+2×50 ml). The combined organic phases were washed with saturated aqueous sodium bicarbonate (50 ml) and brine (50 ml), dried over magnesium sulfate, and evaporated to dryness. Purification by silica gel col... Reactants: CC(C)(C)OC(=O)N1CCC2(C(COC2)O)CC1 (4-Hydroxy-2-oxa-8-aza-spiro[4.5]decane-8-carboxylic acid 1,1-dimethylethyl ester), Cl (hydrogen chloride). The product is Cl.C1OCC(C12CCNCC2)O ((RS)-2-Oxa-8-aza-spiro[4.5]decan-4-ol hydrochloride). The yield is 77.0%. Reaction SMILES: CC(OC([N:8]1[CH2:18][CH2:17][C:11]2([CH2:15][O:14][CH2:13][CH:12]2[OH:16])[CH2:10][CH2:9]1)=O)(C)C.[ClH:19]>>[ClH:19].[CH2:15]1[C:11]2([CH2:17][CH2:18][NH:8][CH2:9][CH2:10]2)[CH:12]([OH:16])[CH2:13][O:14]1 |f:2.3|. Reported procedure: 4-Hydroxy-2-oxa-8-aza-spiro[4.5]decane-8-carboxylic acid 1,1-dimethylethyl ester (Description 7; 0.86 g, 3.3 mmol) was stirred overnight in 2M ethereal hydrogen chloride. The mixture was filtered and the solid dried to give the title compound (0.5 g, 77%). Starting materials: C(=O)(N1C=NC=C1)N1C=NC=C1 (1,1'-Carbonyl-diimidazole), C1OC=2C=C(C(=O)O)C=CC2O1 (3,4-methylenedioxy-benzoic acid), C(CC(O)(C(=O)O)CC(=O)O)(=O)O (citric acid), Cl.CNOC (N,O-dimethylhydroxylamine hydrochloride). Run in C(Cl)Cl (methylene chloride), C(C)N(CC)CC (triethylamine). Run at time 2 hour. Yields the product CON(C(=O)C1=CC2=C(OCO2)C=C1)C (N-methoxy-N-methyl-1,3-benzodioxol-5-carboxamide). Yield: 96.7%. As a reaction SMILES: C(N1C=CN=C1)(N1C=CN=C1)=O.[CH2:13]1[O:24][C:23]2[CH:22]=[CH:21][C:17]([C:18]([OH:20])=O)=[CH:16][C:15]=2[O:14]1.Cl.[CH3:26][NH:27][O:28][CH3:29].C(O)(=O)CC(CC(O)=O)(C(O)=O)O>C(Cl)Cl.C(N(CC)CC)C>[CH3:29][O:28][N:27]([CH3:26])[C:18]([C:17]1[CH:21]=[CH:22][C:23]2[O:24][CH2:13][O:14][C:15]=2[CH:16]=1)=[O:20] |f:2.3|. Reported procedure: 1,1'-Carbonyl-diimidazole (48.8 g) was added portionwise within 30 minutes under argon and while stirring to a suspension of 50.0 g of 3,4-methylenedioxy-benzoic acid in 500 ml of methylene chloride. The resulting clear solution was stirred at room temperature for 2 hours and added dropwise within 30 minutes to 42 ml of triethylamine. Thereafter, 29.4 g of N,O-dimethylhydroxylamine hydrochloride were added and the mixture was stirred at room temperature overnight. After the addition of 800 ml of... Reactants: C(C1=CC=CC=C1)O[C@@H]1CC[C@@H]2[C@@](N=C(SC2)NC(C2=CC=CC=C2)=O)(C1)C1=C(C=CC=C1)F ((±)-N-[(4aR*,7R*,8aS*)-7-Benzyloxy-8a-(2-fluorophenyl)-4a,5,6,7,8,8a-hexahydro-4H-benzo[d][1,3]thiazin-2-yl]benzamide), C1CCC2=NCCCN2CC1 (DBU). Solvent: CO (methanol). Yields the product C(C1=CC=CC=C1)O[C@@H]1CC[C@@H]2[C@@](N=C(SC2)N)(C1)C1=C(C=CC=C1)F ((±)-(4aR*,7R*,8aS*)-7-benzyloxy-8a-(2-fluorophenyl)-4a,5,6,7,8,8a-hexahydro-4H-benzo[d][1,3]thiazin-2-ylamine). Reaction SMILES: [CH2:1]([O:8][C@H:9]1[CH2:27][C@:13]2([C:28]3[CH:33]=[CH:32][CH:31]=[CH:30][C:29]=3[F:34])[N:14]=[C:15]([NH:18]C(=O)C3C=CC=CC=3)[S:16][CH2:17][C@@H:12]2[CH2:11][CH2:10]1)[C:2]1[CH:7]=[CH:6][CH:5]=[CH:4][CH:3]=1.C1CCN2C(=NCCC2)CC1>CO>[CH2:1]([O:8][C@H:9]1[CH2:27][C@:13]2([C:28]3[CH:33]=[CH:32][CH:31]=[CH:30][C:29]=3[F:34])[N:14]=[C:15]([NH2:18])[S:16][CH2:17][C@@H:12]2[CH2:11][CH2:10]1)[C:2]1[CH:3]=[CH:4][CH:5]=[CH:6][CH:7]=1. Reported procedure: (±)-N-[(4aR*,7R*,8aS*)-7-Benzyloxy-8a-(2-fluorophenyl)-4a,5,6,7,8,8a-hexahydro-4H-benzo[d][1,3]thiazin-2-yl]benzamide obtained in Preparation Example 58-(6) (1.81 g) was dissolved in methanol (60 mL). Then, DBU (1.14 mL, specific gravity: 1.018 g/cm3) was added, and the mixture was stirred with heating under reflux for three hours. Then, the reaction solution was stirred at 64° C. for 14 hours. The reaction solution was left to cool to room temperature and then concentrated under reduced pressur...